From a dataset of the Open Reaction Database (ORD), a public repository of structured organic reaction records. describe an organic reaction: reactants, conditions, products, and yield Product: NCCCCc1ccc(OCC(=O)NCC(N)=O)cc1. Reaction SMILES: [CH2:1]([O:2][C:3](=[O:4])[NH:10][CH2:11][CH2:12][CH2:13][CH2:14][c:15]1[cH:16][cH:17][c:18]([O:21][CH2:22][C:23]([NH:24][CH2:25][C:26]([NH2:27])=[O:28])=[O:29])[cH:19][cH:20]1)[c:5]1[cH:6][cH:7][cH:8][cH:9][cH:30]1.[CH2:34]1[O:35][CH2:36][CH2:37][CH2:38]1.[CH3:31][CH2:32][OH:33]>>[NH2:10][CH2:11][CH2:12][CH2:13][CH2:14][c:15]1[cH:16][cH:17][c:18]([O:21][CH2:22][C:23]([NH:24][CH2:25][C:26]([NH2:27])=[O:28])=[O:29])[cH:19][cH:20]1. Reactants: NC(=O)CNC(=O)COc1ccc(CCCCNC(=O)OCc2ccccc2)cc1, C1CCOC1, CCO.